Task: describe an organic reaction: reactants, conditions, products, and yield. Dataset: the Open Reaction Database (ORD), a public repository of structured organic reaction records Starting materials: BrC1=CC(=C(CNC(=O)C=2C=3C=NN(C3C=CC2)C2=CC=C(C=C2)F)C=C1)Cl (1-(4-fluoro-phenyl)-1H-indazole-4-carboxylic acid 4-bromo-2-chloro-benzylamide), [H-].[Na+] (sodium hydride), oil, COCCl (chloromethyl methyl ether). Run in CN(C)C=O (DMF), C(C)OCC (diethyl ether), O (water). Reaction conditions: time 10 minute. Product: BrC1=CC(=C(CN(C(=O)C=2C=3C=NN(C3C=CC2)C2=CC=C(C=C2)F)COC)C=C1)Cl (1-(4-Fluoro-phenyl)-1H-indazole-4-carboxylic acid (4-bromo-2-chloro-benzyl)-methoxymethyl-amide). As a reaction SMILES: [Br:1][C:2]1[CH:27]=[CH:26][C:5]([CH2:6][NH:7][C:8]([C:10]2[C:11]3[CH:12]=[N:13][N:14]([C:19]4[CH:24]=[CH:23][C:22]([F:25])=[CH:21][CH:20]=4)[C:15]=3[CH:16]=[CH:17][CH:18]=2)=[O:9])=[C:4]([Cl:28])[CH:3]=1.[H-].[Na+].[CH3:31][O:32][CH2:33]Cl>CN(C=O)C.O.C(OCC)C>[Br:1][C:2]1[CH:27]=[CH:26][C:5]([CH2:6][N:7]([CH2:31][O:32][CH3:33])[C:8]([C:10]2[C:11]3[CH:12]=[N:13][N:14]([C:19]4[CH:24]=[CH:23][C:22]([F:25])=[CH:21][CH:20]=4)[C:15]=3[CH:16]=[CH:17][CH:18]=2)=[O:9])=[C:4]([Cl:28])[CH:3]=1 |f:1.2|. Procedure details: To a room temperature solution of 1-(4-fluoro-phenyl)-1H-indazole-4-carboxylic acid 4-bromo-2-chloro-benzylamide (1.5 g, 3.3 mmol) in DMF (30 mL) was added a 60% dispersion of sodium hydride in mineral oil (145 mg, 3.60 mmol). After stirring for 10 minutes, chloromethyl methyl ether (0.28 mL, 3.6 mmol) was added. After 16 hours, the mixture was then diluted with water (30 mL) and extracted with ethyl acetate (3×20 mL). The extract was washed with saturated aqueous ammonium chloride (30 mL) follo... Reactants: C1(CCCCC1)C(=O)O (cyclohexanecarboxylic acid), C=1C=CC2=C(C1)N=NN2O (HOBt), CCN=C=NCCCN(C)C (EDCI), N1CC(C1)C(=O)N1CCN(CCC1)C1CCC1 (1-(azetidin-3-ylcarbonyl)-4-cyclobutyl-1,4-diazepane), CCN(C(C)C)C(C)C (DIPEA). Run in C(Cl)Cl.CN(C)C=O (DCM DMF), C(Cl)Cl (DCM). Product: C1(CCC1)N1CCN(CCC1)C(=O)C1CN(C1)C(=O)C1CCCCC1 (1-cyclobutyl-4-{[1-(cyclohexylcarbonyl)azetidin-3-yl]carbonyl}-1,4-diazepane). The yield is 82.2%. As a reaction SMILES: [CH:1]1([C:7]([OH:9])=O)[CH2:6][CH2:5][CH2:4][CH2:3][CH2:2]1.C1C=CC2N(O)N=NC=2C=1.CCN=C=NCCCN(C)C.[NH:31]1[CH2:34][CH:33]([C:35]([N:37]2[CH2:43][CH2:42][CH2:41][N:40]([CH:44]3[CH2:47][CH2:46][CH2:45]3)[CH2:39][CH2:38]2)=[O:36])[CH2:32]1.CCN(C(C)C)C(C)C>C(Cl)Cl.CN(C=O)C.C(Cl)Cl>[CH:44]1([N:40]2[CH2:41][CH2:42][CH2:43][N:37]([C:35]([CH:33]3[CH2:32][N:31]([C:7]([CH:1]4[CH2:2][CH2:3][CH2:4][CH2:5][CH2:6]4)=[O:9])[CH2:34]3)=[O:36])[CH2:38][CH2:39]2)[CH2:47][CH2:46][CH2:45]1 |f:5.6|. Reported procedure: To a stirred solution of cyclohexanecarboxylic acid (10.8 mg, 0.084 mmol) in DCM/DMF (1.1 ml) was added HOBt (11.4 mg, 0.084 mmol) and EDCI (16.1 mg, 0.084 mmol). After 10 mins a solution of 1-(azetidin-3-ylcarbonyl)-4-cyclobutyl-1,4-diazepane (20 mg, 0.084 mmol) in DCM (1 ml) and DIPEA (0.01 ml, 0.084 mmol) was added dropwise. After 15 h the solvent was evaporated at reduced pressure and purified by silica FCC (eluting with 99:1 to 95:5 gradient of DCM/2M NH3 in MeOH) to give the title compound... Starting materials: CN1C=CC2=CC=CC(=C12)C(C1=CC=CC=C1)=O (1-methyl-7-benzoylindole), ClN1C(CCC1=O)=O (N-chlorosuccinimide), product, C(Cl)Cl (methylene chloride), ClN1C(CCC1=O)=O (N-chlorosuccinimide). Solvent: C(C)OCC.C(Cl)Cl (diethyl ether methylene chloride). Reaction conditions: temperature 80 celsius, time 90 minute. Product: CN1C(CC2=CC=CC(=C12)C(C1=CC=CC=C1)=O)=O (1-methyl-7-benzoyloxindole). As a reaction SMILES: [CH3:1][N:2]1[C:10]2[C:5](=[CH:6][CH:7]=[CH:8][C:9]=2[C:11](=[O:18])[C:12]2[CH:17]=[CH:16][CH:15]=[CH:14][CH:13]=2)[CH:4]=[CH:3]1.C(Cl)Cl.ClN1C(=[O:28])CCC1=O>C(OCC)C.C(Cl)Cl>[CH3:1][N:2]1[C:10]2[C:5](=[CH:6][CH:7]=[CH:8][C:9]=2[C:11](=[O:18])[C:12]2[CH:13]=[CH:14][CH:15]=[CH:16][CH:17]=2)[CH2:4][C:3]1=[O:28] |f:3.4|. Reported procedure: To a solution of 6.17 g. (26.25 mmoles) of 1-methyl-7-benzoylindole in 62 ml. of methylene chloride was added 3.58 g. (26.25 mmoles) of 98% N-chlorosuccinimide and the mixture allowed to stir for 90 minutes. An additional 720 mg. of N-chlorosuccinimide was added and stirring continued for 2 hours. The reaction mixture was concentrated in vacuo and 52 ml. of acetic acid added. The mixture was heated to 80° C. and 27 ml. of 85% phosphoric acid was added. The temperature was raised to reflux for 90... Reactants: ice, C(C)(=O)OC(C)=O (Acetic anhydride), [N+](=O)(O)[O-] (nitric acid), C(C)(=O)O[C@H]1[C@@H]([C@@H](O[C@@H]1COC(C)=O)N1C(=O)N=C(NC(C)=O)C=C1)O (1-(3,5-di-O-acetyl-β-D-arabinofuranosyl)-N4 -acetylcytosine). Run in (NH4)2SO4. Reaction conditions: temperature -30 celsius. The product is [N+](=O)([O-])O[C@@H]1[C@@H](O[C@@H]([C@H]1OC(C)=O)COC(C)=O)N1C(=O)N=C(NC(C)=O)C=C1 (1-(2-O-nitro-3,5-di-O-acetyl-β-D-arabinofuranosyl)-N4 -acetylcytosine). Isolated yield 86.3%. Reaction SMILES: C(OC(=O)C)(=O)C.[N+:8]([O-:11])([OH:10])=[O:9].[C:12]([O:15][C@@H:16]1[C@@H:20]([CH2:21][O:22][C:23](=[O:25])[CH3:24])[O:19][C@@H:18]([N:26]2[CH:36]=[CH:35][C:30]([NH:31][C:32](=[O:34])[CH3:33])=[N:29][C:27]2=[O:28])[C@H:17]1O)(=[O:14])[CH3:13]>>[N+:8]([O:11][C@H:17]1[C@H:16]([O:15][C:12](=[O:14])[CH3:13])[C@@H:20]([CH2:21][O:22][C:23](=[O:25])[CH3:24])[O:19][C@H:18]1[N:26]1[CH:36]=[CH:35][C:30]([NH:31][C:32](=[O:34])[CH3:33])=[N:29][C:27]1=[O:28])([O-:10])=[O:9]. Procedure details: Acetic anhydride (20 ml., 212 mmol) was added gradually to fuming nitric acid (20 ml., 477 mmol) with efficient stirring, while the temperature was kept between -30° to -35° C. by external cooling. While the mixture was being stirred vigorously, 1-(3,5-di-O-acetyl-β-D-arabinofuranosyl)-N4 -acetylcytosine (10 g., 27 mmol) was added in batches to the homogeneous mixture while maintaining the temperature at about -30° C. The clear reaction mixture was allowed to warm gradually to 0° C. After being ... Starting materials: [Cl-].[Li+] (lithium chloride), C([O-])([O-])=O.[Na+].[Na+] (sodium carbonate), ClC=1C=C(C(=NC1)N)I (5-chloro-3-iodopyridin-2-amine), C(C)[Si](C#CCCO)(CC)CC (4-(triethylsilyl)but-3-yn-1-ol). The reagents and catalysts are ClCCl.C1(=CC=CC=C1)P([C-]1C=CC=C1)C1=CC=CC=C1.[C-]1(C=CC=C1)P(C1=CC=CC=C1)C1=CC=CC=C1.[Fe+2] ((1,1′-bis(diphenylphosphino)ferrocene)-dichloromethane). Run in CN(C)C=O (DMF). Yields the product ClC=1C=C2C(=NC1)NC(=C2CCO)[Si](CC)(CC)CC (2-(5-chloro-2-(triethylsilyl)-1H-pyrrolo[2,3-b]pyridin-3-yl)ethanol). Isolated yield 88.0%. RXN SMILES: [Cl:1][C:2]1[CH:3]=[C:4](I)[C:5]([NH2:8])=[N:6][CH:7]=1.[CH2:10]([Si:12]([CH2:20][CH3:21])([CH2:18][CH3:19])[C:13]#[C:14][CH2:15][CH2:16][OH:17])[CH3:11].[Cl-].[Li+].C(=O)([O-])[O-].[Na+].[Na+]>CN(C=O)C.ClCCl.C1(P(C2C=CC=CC=2)[C-]2C=CC=C2)C=CC=CC=1.[C-]1(P(C2C=CC=CC=2)C2C=CC=CC=2)C=CC=C1.[Fe+2]>[Cl:1][C:2]1[CH:3]=[C:4]2[C:14]([CH2:15][CH2:16][OH:17])=[C:13]([Si:12]([CH2:20][CH3:21])([CH2:10][CH3:11])[CH2:18][CH3:19])[NH:8][C:5]2=[N:6][CH:7]=1 |f:2.3,4.5.6,8.9.10.11|. Reported procedure: A mixture of 5-chloro-3-iodopyridin-2-amine (2 g; 7.86 mmol), 4-(triethylsilyl)but-3-yn-1-ol (4.35 g; 23.58 mmol); (1,1′-bis(diphenylphosphino)ferrocene)-dichloromethane (0.321 g; 0.393 mmol), lithium chloride (0.333 g; 7.86 mmol) and sodium carbonate (1.67 g; 15.72 mmol) in DMF (15 mL) was heated at 100° C. for approximately 20 hours. After cooling, the mixture was concentrated under reduced pressure and the residue was partitioned between brine and ethyl acetate. After separation the organic l...